This data is from the Open Reaction Database (ORD), a public repository of structured organic reaction records. The task is: describe an organic reaction: reactants, conditions, products, and yield Reactants: resultant solution, C1(=CC=CC=C1)C(CC(=O)OC)C (methyl 3-phenylbutyrate), C(=O)(O)[O-].[Na+] (NaHCO3), C(CCC)[Li] (n-Butyllithium), C(C)(C)NC(C)C (N,N-diisopropylamine), resultant mixture, resultant solution, C(C)(=O)Cl (acetyl chloride). The solvent is O (water), O1CCCC1 (THF), O1CCCC1 (THF), O1CCCC1 (tetrahydrofuran). Run at time 10 minute. Yields the product C(C)(=O)C(C(=O)OC)C(C)C1=CC=CC=C1 (Methyl 2-acetyl-3-phenylbutyrate). RXN SMILES: C([Li])CCC.C(NC(C)C)(C)C.[C:13]1([CH:19]([CH3:25])[CH2:20][C:21]([O:23][CH3:24])=[O:22])[CH:18]=[CH:17][CH:16]=[CH:15][CH:14]=1.[C:26](Cl)(=[O:28])[CH3:27].C([O-])(O)=O.[Na+]>O1CCCC1.O>[C:26]([CH:20]([CH:19]([C:13]1[CH:18]=[CH:17][CH:16]=[CH:15][CH:14]=1)[CH3:25])[C:21]([O:23][CH3:24])=[O:22])(=[O:28])[CH3:27] |f:4.5|. Reported procedure: n-Butyllithium (2.5 M hexanes 12.4 ml, 30.9 mmol) is added to N,N-diisopropylamine (4.4 ml, 31.4 mmol) in tetrahydrofuran (THF, 50 ml) at 0° C. After 10 minutes, the resultant solution is transferred via cannula to a cooled (−78° C.) solution of methyl 3-phenylbutyrate (5.0 g, 28.05 mmol) in THF (50 ml). After 40 minutes, the resultant solution is transferred via cannula to a solution of acetyl chloride (19.15 ml) in THF (50 ml). The resultant mixture is stirred at −78° C. for 1.5 hours, then wa...